From a dataset of the Open Reaction Database (ORD), a public repository of structured organic reaction records. describe an organic reaction: reactants, conditions, products, and yield Starting materials: C1CCOC1, CO, C=Cc1c(OC)ccc2cc(C(O)(c3cn(C(c4ccccc4)(c4ccccc4)c4ccccc4)cn3)C(C)C)ccc12, Cl, c1ccncc1. Yields the product C=Cc1c(OC)ccc2cc(C(O)(c3c[nH]cn3)C(C)C)ccc12. RXN SMILES: [CH2:53]1[O:54][CH2:55][CH2:56][CH2:57]1.[CH3:51][OH:52].[CH:1](=[CH2:2])[c:3]1[c:4]2[cH:5][cH:6][c:7]([C:15]([CH:16]([CH3:17])[CH3:18])([OH:19])[c:20]3[n:21][cH:22][n:23]([C:25]([c:26]4[cH:27][cH:28][cH:29][cH:30][cH:31]4)([c:32]4[cH:33][cH:34][cH:35][cH:36][cH:37]4)[c:38]4[cH:39][cH:40][cH:41][cH:42][cH:43]4)[cH:24]3)[cH:8][c:9]2[cH:10][cH:11][c:12]1[O:13][CH3:14].[ClH:44].[n:45]1[cH:46][cH:47][cH:48][cH:49][cH:50]1>>[CH:1](=[CH2:2])[c:3]1[c:4]2[cH:5][cH:6][c:7]([C:15]([CH:16]([CH3:17])[CH3:18])([OH:19])[c:20]3[n:21][cH:22][nH:23][cH:24]3)[cH:8][c:9]2[cH:10][cH:11][c:12]1[O:13][CH3:14]. The reactants are CC#N, O=[N+]([O-])c1ccc(F)c(Cl)c1, [K+], [OH-], O, OCc1ccccn1. The product is O=[N+]([O-])c1ccc(OCc2ccccn2)c(Cl)c1. RXN SMILES: [CH3:23][C:24]#[N:25].[Cl:11][c:12]1[cH:13][c:14]([N+:19](=[O:20])[O-:21])[cH:15][cH:16][c:17]1[F:18].[K+:2].[OH-:1].[OH2:22].[n:3]1[c:4]([CH2:9][OH:10])[cH:5][cH:6][cH:7][cH:8]1>>[n:3]1[c:4]([CH2:9][O:10][c:17]2[c:12]([Cl:11])[cH:13][c:14]([N+:19](=[O:20])[O-:21])[cH:15][cH:16]2)[cH:5][cH:6][cH:7][cH:8]1. Reactants: C(C)(C)NC=1N=CC2=C(N1)N(C(C2)=O)C (2-isopropylamino-5,6-dihydro-7-methyl-6-oxo(7H)pyrrolo[2,3-d]pyrimidine), Cl (hydrogen chloride). The solvent is C1(=CC=CC=C1)C (toluene). Yields the product Cl.C(C)(C)NC=1N=CC2=C(N1)N(C(C2)=O)C (2-iso-Propylamino-5,6-dihydro-7-methyl-6-oxo-(7H)pyrrolo[2,3-d]pyrimidine hydrochloride). Yield: 92.0%. RXN SMILES: [CH:1]([NH:4][C:5]1[N:6]=[CH:7][C:8]2[CH2:13][C:12](=[O:14])[N:11]([CH3:15])[C:9]=2[N:10]=1)([CH3:3])[CH3:2].[ClH:16]>C1(C)C=CC=CC=1>[ClH:16].[CH:1]([NH:4][C:5]1[N:6]=[CH:7][C:8]2[CH2:13][C:12](=[O:14])[N:11]([CH3:15])[C:9]=2[N:10]=1)([CH3:3])[CH3:2] |f:3.4|. Procedure details: 0.49 g (2.4 mmoles) of 2-isopropylamino-5,6-dihydro-7-methyl-6-oxo(7H)pyrrolo[2,3-d]pyrimidine was dissolved in 30 ml of toluene, and hydrogen chloride gas was blown into the solution. The solution was concentrated under reduced pressure, and then washed with hexane to give 0.53 g (yield 92%) of the desired compound. Starting materials: O (water), [H-].[Na+] (NaH), NC=1N=C(C(=NC1Br)C=1C=CC(N(N1)C(C)C)=O)C1=CC=CC=C1 (6-(5-amino-6-bromo-3-phenyl-2-pyrazinyl)-2-isopropyl-3(2H)-pyridazinone), N1C=CC=C1 (1H-pyrrole). The solvent is C(Cl)(Cl)Cl (chloroform), O1CCOCC1 (dioxane). Run at temperature 27.5 celsius, time 30 minute. Yields the product NC=1N=C(C(=NC1N1C=CC=C1)C=1C=CC(N(N1)C(C)C)=O)C1=CC=CC=C1 (6-[5-amino-3-phenyl-6-(1H-pyrrol-1-yl)-2-pyrazinyl]-2-isopropyl-3(2H)-pyridazinone). As a reaction SMILES: [H-].[Na+].[NH:3]1[CH:7]=[CH:6][CH:5]=[CH:4]1.[NH2:8][C:9]1[N:10]=[C:11]([C:26]2[CH:31]=[CH:30][CH:29]=[CH:28][CH:27]=2)[C:12]([C:16]2[CH:17]=[CH:18][C:19](=[O:25])[N:20]([CH:22]([CH3:24])[CH3:23])[N:21]=2)=[N:13][C:14]=1Br.O>O1CCOCC1.C(Cl)(Cl)Cl>[NH2:8][C:9]1[N:10]=[C:11]([C:26]2[CH:27]=[CH:28][CH:29]=[CH:30][CH:31]=2)[C:12]([C:16]2[CH:17]=[CH:18][C:19](=[O:25])[N:20]([CH:22]([CH3:24])[CH3:23])[N:21]=2)=[N:13][C:14]=1[N:3]1[CH:7]=[CH:6][CH:5]=[CH:4]1 |f:0.1|. Procedure details: To a suspension of NaH (60% in oil suspension) (77.7 mg) in dioxane (0.6 ml) was added 1H-pyrrole (0.161 ml) and the mixture was stirred at 25-30° C. for 30 minutes. After addition of 6-(5-amino-6-bromo-3-phenyl-2-pyrazinyl)-2-isopropyl-3(2H)-pyridazinone (150 mg), the mixture was heated at 100-105° C. for 2 hours. A mixture of water and chloroform was added to the reaction mixture. An organic layer was collected, dried over MgSO4, concentrated under reduced pressure and purified by column chrom...